From a dataset of the Open Reaction Database (ORD), a public repository of structured organic reaction records. describe an organic reaction: reactants, conditions, products, and yield The reactants are CC(C)([O-])C.[K+] (potassium tert-butoxide), N1C(COC2=C3C1=C1CCCCC1=NC3=CC=C2)=O (1,3,9,10,11,12-hexahydro-2H-quino[4,3,2-ef][1,4]benzoxazepin-2-one), BrCC (bromoethane). The solvent is O1CCCC1 (tetrahydrofuran). Reaction conditions: time 20 minute. Product: C(C)N1C(COC2=C3C1=C1CCCCC1=NC3=CC=C2)=O (1-ethyl-1,3,9,10,11,12-hexahydro-2H-quino[4,3,2-ef][1,4]benzoxazepin-2-one). The yield is 81.6%. RXN SMILES: [NH:1]1[C:7]2=[C:8]3[C:13](=[N:14][C:15]4=[CH:16][CH:17]=[CH:18][C:5](=[C:6]24)[O:4][CH2:3][C:2]1=[O:19])[CH2:12][CH2:11][CH2:10][CH2:9]3.[CH3:20][C:21](C)([O-])C.[K+].BrCC>O1CCCC1>[CH2:20]([N:1]1[C:7]2=[C:8]3[C:13](=[N:14][C:15]4=[CH:16][CH:17]=[CH:18][C:5](=[C:6]24)[O:4][CH2:3][C:2]1=[O:19])[CH2:12][CH2:11][CH2:10][CH2:9]3)[CH3:21] |f:1.2|. Procedure: To suspension of 1,3,9,10,11,12-hexahydro-2H-quino[4,3,2-ef][1,4]benzoxazepin-2-one (5.0 g) in dry tetrahydrofuran (110 ml) was added potassium tert-butoxide (2.65 g). The mixture was stirred for 20 mins, bromoethane (5.88 ml) was added, and the reaction mixture was refluxed for 6.5 hrs. The reaction mixture was concentrated, diluted with saturated potassium carbonate solution, and extracted with ethyl acetate. The organic extractions were dried over anhydrous magnesium sulfate, filtered, and co... Reactants: C(=O)(O)C1=CC=C(C=CC(=O)NCC(=O)N(C)C=2C(=C(COC=3C=CC=C4C=CC(=NC34)C)C(=CC2)Cl)Cl)C=C1 (8-[3-[N-(4-carboxycinnamoylglycyl)-N-methylamino]-2,6-dichlorobenzyloxy]-2-methylquinoline), Cl.C(C)N (ethylamine hydrochloride), C(C)N=C=NCCCN(C)C (1-ethyl-3-(3-dimethylaminopropyl)carbodiimide), ON1N=NC2=C1C=CC=C2 (1-hydroxybenzotriazole). Run in O (water), CN(C=O)C (N,N-dimethylformamide). Run at time 6 hour. The product is ClC1=C(COC=2C=CC=C3C=CC(=NC23)C)C(=CC=C1N(C)C(CNC(C=CC1=CC=C(C=C1)C(NCC)=O)=O)=O)Cl (8-[2,6-dichloro-3-[N-[4-(ethylcarbamoyl)cinnamoylglycyl]-N-methylamino]benzyloxy]-2-methylquinoline). The yield is 86.9%. RXN SMILES: [C:1]([C:4]1[CH:40]=[CH:39][C:7]([CH:8]=[CH:9][C:10]([NH:12][CH2:13][C:14]([N:16]([C:18]2[C:19]([Cl:38])=[C:20]([C:34]([Cl:37])=[CH:35][CH:36]=2)[CH2:21][O:22][C:23]2[CH:24]=[CH:25][CH:26]=[C:27]3[C:32]=2[N:31]=[C:30]([CH3:33])[CH:29]=[CH:28]3)[CH3:17])=[O:15])=[O:11])=[CH:6][CH:5]=1)([OH:3])=O.Cl.[CH2:42]([NH2:44])[CH3:43].C(N=C=NCCCN(C)C)C.ON1C2C=CC=CC=2N=N1>O.CN(C)C=O>[Cl:38][C:19]1[C:18]([N:16]([C:14](=[O:15])[CH2:13][NH:12][C:10](=[O:11])[CH:9]=[CH:8][C:7]2[CH:6]=[CH:5][C:4]([C:1](=[O:3])[NH:44][CH2:42][CH3:43])=[CH:40][CH:39]=2)[CH3:17])=[CH:36][CH:35]=[C:34]([Cl:37])[C:20]=1[CH2:21][O:22][C:23]1[CH:24]=[CH:25][CH:26]=[C:27]2[C:32]=1[N:31]=[C:30]([CH3:33])[CH:29]=[CH:28]2 |f:1.2|. Procedure details: To a mixture of 8-[3-[N-(4-carboxycinnamoylglycyl)-N-methylamino]-2,6-dichlorobenzyloxy]-2-methylquinoline (100 mg), ethylamine hydrochloride (16.9 mg) and N,N-dimethylformamide (2 ml) were added 1-ethyl-3-(3-dimethylaminopropyl)carbodiimide (32.2 mg) and 1-hydroxybenzotriazole (30.4 mg), and the mixture was stirred for 6 hours at ambient temperature. The mixture was poured into water and extracted with ethyl acetate. The organic layer was washed with water, saturated sodium bicarbonate solution...